From a dataset of the Open Reaction Database (ORD), a public repository of structured organic reaction records. describe an organic reaction: reactants, conditions, products, and yield The reactants are COC1=C(C=CC(=C1)B1OC(C(O1)(C)C)(C)C)NC(OC(C)(C)C)=O (tert-butyl N-[2-methoxy-4-(4,4,5,5-tetramethyl-1,3,2-dioxaborolan-2-yl)phenyl]carbamate), NC1=C2C(=NC=N1)N(N=C2I)C2=CC=C(C=C2)[N+](=O)[O-] (4-amino-1-[4-nitrophenyl]-3-iodo-1H-pyrazolo[3,4-d]pyrimidine), C([O-])([O-])=O.[Na+].[Na+] (sodium carbonate). Reagents/catalysts: C=1C=CC(=CC1)[P](C=2C=CC=CC2)(C=3C=CC=CC3)[Pd]([P](C=4C=CC=CC4)(C=5C=CC=CC5)C=6C=CC=CC6)([P](C=7C=CC=CC7)(C=8C=CC=CC8)C=9C=CC=CC9)[P](C=1C=CC=CC1)(C=1C=CC=CC1)C=1C=CC=CC1 (tetrakis(triphenylphosphine)palladium). Run in O (water), O (Water), CN(C=O)C (dimethylformamide). Reaction conditions: temperature 85 celsius, time 26 hour. Product: NC1=C2C(=NC=N1)N(N=C2C2=CC(=C(C=C2)NC(OC(C)(C)C)=O)OC)C2=CC=C(C=C2)[N+](=O)[O-] (tert-butyl N-(4-{4-amino-1-[4-nitrophenyl]-1H-pyrazolo[3,4-d]pyrimidin-3-yl}-2-methoxyphenyl)carbamate). Yield: 63.0%. As a reaction SMILES: [NH2:1][C:2]1[N:7]=[CH:6][N:5]=[C:4]2[N:8]([C:12]3[CH:17]=[CH:16][C:15]([N+:18]([O-:20])=[O:19])=[CH:14][CH:13]=3)[N:9]=[C:10](I)[C:3]=12.[CH3:21][O:22][C:23]1[CH:28]=[C:27](B2OC(C)(C)C(C)(C)O2)[CH:26]=[CH:25][C:24]=1[NH:38][C:39](=[O:45])[O:40][C:41]([CH3:44])([CH3:43])[CH3:42].C(=O)([O-])[O-].[Na+].[Na+]>CN(C)C=O.O.C1C=CC([P]([Pd]([P](C2C=CC=CC=2)(C2C=CC=CC=2)C2C=CC=CC=2)([P](C2C=CC=CC=2)(C2C=CC=CC=2)C2C=CC=CC=2)[P](C2C=CC=CC=2)(C2C=CC=CC=2)C2C=CC=CC=2)(C2C=CC=CC=2)C2C=CC=CC=2)=CC=1>[NH2:1][C:2]1[N:7]=[CH:6][N:5]=[C:4]2[N:8]([C:12]3[CH:17]=[CH:16][C:15]([N+:18]([O-:20])=[O:19])=[CH:14][CH:13]=3)[N:9]=[C:10]([C:27]3[CH:26]=[CH:25][C:24]([NH:38][C:39](=[O:45])[O:40][C:41]([CH3:42])([CH3:43])[CH3:44])=[C:23]([O:22][CH3:21])[CH:28]=3)[C:3]=12 |f:2.3.4,^1:61,63,82,101|. Reported procedure: A suspension of 4-amino-1-[4-nitrophenyl]-3-iodo-1H-pyrazolo[3,4-d]pyrimidine (0.500 g, 1.31 mmol) in dimethylformamide (8 mL) was treated with tert-butyl N-[2-methoxy-4-(4,4,5,5-tetramethyl-1,3,2-dioxaborolan-2-yl)phenyl]carbamate (0.915 g, 2.62 mmol), tetrakis(triphenylphosphine)palladium (0.091 g, 0.06 mmol), and a solution of sodium carbonate (0.333 g, 3.14 mmol) in water (4 mL). The reaction mixture stirred at 85° C. for 26 h under a nitrogen atmosphere. Water was added to the reaction mixt... Starting materials: CC(C)(C)OC(N)=O, CCCO, C=Cc1ccc2ccc(OC)cc2c1, CC(C)(C)OCl, [K], [Na+], [OH-], O, O, O, O=[Os](=O)=O. Yields the product COc1ccc2ccc(C(CO)NC(=O)OC(C)(C)C)cc2c1. As a reaction SMILES: [C:3]([NH2:4])([O:5][C:6]([CH3:7])([CH3:8])[CH3:9])=[O:10].[CH2:32]([OH:33])[CH2:34][CH3:35].[CH3:17][O:18][c:19]1[cH:20][c:21]2[cH:22][c:23]([CH:29]=[CH2:30])[cH:24][cH:25][c:26]2[cH:27][cH:28]1.[Cl:11][O:12][C:13]([CH3:14])([CH3:15])[CH3:16].[K:42].[Na+:2].[OH-:1].[OH2:31].[OH2:36].[OH2:37].[Os:38](=[O:39])(=[O:40])=[O:41]>>[C:3]([NH:4][CH:29]([c:23]1[cH:22][c:21]2[cH:20][c:19]([O:18][CH3:17])[cH:28][cH:27][c:26]2[cH:25][cH:24]1)[CH2:30][OH:12])([O:5][C:6]([CH3:7])([CH3:8])[CH3:9])=[O:10]. Starting materials: P(OCC)(OCC)[O-] (diethyl phosphite), [Li+].C[Si](C)(C)[N-][Si](C)(C)C (LiHMDS), BrCC#C[Si](C)(C)C (3-bromo-1-trimethylsilyl-1-propyne). Run in C1CCOC1 (THF). Run at time 20 minute. The product is C[Si](C#CCP(OCC)(OCC)=O)(C)C (Diethyl (3-trimethylsilylprop-2-ynyl)phosphonate). Isolated yield 93.8%. As a reaction SMILES: [Li+].C[Si]([N-][Si](C)(C)C)(C)C.[P:11]([O-:18])([O:15][CH2:16][CH3:17])[O:12][CH2:13][CH3:14].Br[CH2:20][C:21]#[C:22][Si:23]([CH3:26])([CH3:25])[CH3:24]>C1COCC1>[CH3:24][Si:23]([CH3:26])([CH3:25])[C:22]#[C:21][CH2:20][P:11](=[O:18])([O:15][CH2:16][CH3:17])[O:12][CH2:13][CH3:14] |f:0.1|. Procedure details: Into a solution of LiHMDS (1M in THF, 63.8 mL, 63.8 mmol) in anhydrous THF (162 mL) was added dropwise under stirring at −10° C. in nitrogen atmosphere diethyl phosphite (7.4 mL, 63.8 mmol). The obtained solution was stirred at the same temperature for 20 min. Afterwards, 3-bromo-1-trimethylsilyl-1-propyne (10 mL, 63.8 mmol) was dropped into and the reaction mixture was stirred at −10° C. for 2 h., then quenched with water and extracted with EtOAc. The combined organic layers were washed with br... The reactants are C(C)(=O)NC=1C(=C(C(=O)[O-])C(=CC1I)I)I.[Na+] (sodium 3-acetamido-2,4,6-triiodobenzoate), C(C)OCCl (chloromethyl ethyl ether). Run in CN(C=O)C (dimethylformamide). Conditions: time 8 hour. Product: C(C)(=O)NC=1C(=C(C(=O)OCOCC)C(=CC1I)I)I (Ethoxymethyl 3-Acetamido-2,4,6-triiodobenzoate). Yield: 32.8%. As a reaction SMILES: [C:1]([NH:4][C:5]1[C:6]([I:16])=[C:7]([C:11]([I:15])=[CH:12][C:13]=1[I:14])[C:8]([O-:10])=[O:9])(=[O:3])[CH3:2].[Na+].[CH2:18]([O:20][CH2:21]Cl)[CH3:19]>CN(C)C=O>[C:1]([NH:4][C:5]1[C:6]([I:16])=[C:7]([C:11]([I:15])=[CH:12][C:13]=1[I:14])[C:8]([O:10][CH2:21][O:20][CH2:18][CH3:19])=[O:9])(=[O:3])[CH3:2] |f:0.1|. Reported procedure: To a stirred slurry of sodium 3-acetamido-2,4,6-triiodobenzoate (14.5 g, 0.025 mole) in dimethylformamide (150 ml) was added chloromethyl ethyl ether (2.56 g, 0.027 mole). A white solid (NaCl) precipitated promptly. The mixture was stirred overnight, filtered, and evaporated to near dryness under reduced pressure to yield 17.8 g. of residue. The residue was dissolved in 200 ml. of chloroform, filtered and the filtrate was extracted with 5% aqueous sodium bicarbonate, washed with water and dried ...